From a dataset of the Open Reaction Database (ORD), a public repository of structured organic reaction records. describe an organic reaction: reactants, conditions, products, and yield Starting materials: C(C)(C)(C)OC(C1=CC=C(C=C1)NC1CCN(CC1)C1=NC2=CC(=C(C=C2C=N1)OC)OC)=O (4-[1-(6,7-Dimethoxyquinazolin-2-yl)piperidin-4-ylamino]benzoic acid tert-butyl ester). Run in FC(C(=O)O)(F)F (trifluoroacetic acid). Reaction conditions: temperature 25 celsius, time 12 hour. The product is COC=1C=C2C=NC(=NC2=CC1OC)N1CCC(CC1)NC1=CC=C(C(=O)O)C=C1 (4-[1-(6,7-Dimethoxyquinazolin-2-yl)piperidin-4-ylamino]benzoic acid). Isolated yield 168.8%. RXN SMILES: C([O:5][C:6](=[O:34])[C:7]1[CH:12]=[CH:11][C:10]([NH:13][CH:14]2[CH2:19][CH2:18][N:17]([C:20]3[N:29]=[CH:28][C:27]4[C:22](=[CH:23][C:24]([O:32][CH3:33])=[C:25]([O:30][CH3:31])[CH:26]=4)[N:21]=3)[CH2:16][CH2:15]2)=[CH:9][CH:8]=1)(C)(C)C>FC(F)(F)C(O)=O>[CH3:31][O:30][C:25]1[CH:26]=[C:27]2[C:22](=[CH:23][C:24]=1[O:32][CH3:33])[N:21]=[C:20]([N:17]1[CH2:16][CH2:15][CH:14]([NH:13][C:10]3[CH:9]=[CH:8][C:7]([C:6]([OH:34])=[O:5])=[CH:12][CH:11]=3)[CH2:19][CH2:18]1)[N:29]=[CH:28]2. Procedure: A solution of (13) (0.014 g, 0.029 mmol) in trifluoroacetic acid (3 mL) was capped with a drying tube and stirred at 25° C. for 12 h. The reaction mixture was evaporated to a yellow solid residue (0.020 g, quantitative yield); 1H NMR (DMSO) δ 8.95 (s, 1H), 7.66 (d, 2H, J=8.7), 7.23 (s, 1H), 6.94 (s, 1H), 6.62 (d, 2H, J=8.8), 4.67 (d, 2H, J=13.6), 3.90 (s, 3H), 3.83 (s, 3H), 3.64 (m, 1H), 3.19 (t, 2H, J=11.5), 2.00 (d, 2H, J=12.8), 1.38 (m, 2H); 13C NMR (DMSO) δ 167.5, 157.9, 156.3, 151.6, 146.6,...